From a dataset of the Open Reaction Database (ORD), a public repository of structured organic reaction records. describe an organic reaction: reactants, conditions, products, and yield Reactants: IR(KBr), 2d, Cl.ClCCCCC1(C(N(C2=CC=CC=C12)C1=CC=CC=C1)=O)CC1=CC=NC=C1 (3-(4-Chlorobutyl)-1,3-dihydro-1-phenyl-(4-pyridinylmethyl)-2H-indol-2-one hydrochloride), [H-].[Na+] (NaH), C(CC)S (propanethiol). Run in C1CCOC1 (THF). Run at time 10 minute. Product: Cl.C1(=CC=CC=C1)N1C(C(C2=CC=CC=C12)(CC1=CC=NC=C1)CCCCSCCC)=O (1,3-Dihydro-1-phenyl-3[4-(propylthio)butyl]-3-(4-pyridinylmethyl)-2H-indol-2-one Hydrochloride). RXN SMILES: Cl.[Cl:2][CH2:3][CH2:4][CH2:5][CH2:6][C:7]1([CH2:23][C:24]2[CH:29]=[CH:28][N:27]=[CH:26][CH:25]=2)[C:15]2[C:10](=[CH:11][CH:12]=[CH:13][CH:14]=2)[N:9]([C:16]2[CH:21]=[CH:20][CH:19]=[CH:18][CH:17]=2)[C:8]1=[O:22].[H-].[Na+].[CH2:32]([SH:35])[CH2:33][CH3:34]>C1COCC1>[ClH:2].[C:16]1([N:9]2[C:10]3[C:15](=[CH:14][CH:13]=[CH:12][CH:11]=3)[C:7]([CH2:6][CH2:5][CH2:4][CH2:3][S:35][CH2:32][CH2:33][CH3:34])([CH2:23][C:24]3[CH:25]=[CH:26][N:27]=[CH:28][CH:29]=3)[C:8]2=[O:22])[CH:17]=[CH:18][CH:19]=[CH:20][CH:21]=1 |f:0.1,2.3,6.7|. Reported procedure: 3-(4-Chlorobutyl)-1,3-dihydro-1-phenyl-(4-pyridinylmethyl)-2H-indol-2-one hydrochloride (6.0 g, 14.04 mmol) in 75 ml dry THF was treated with NaH (0.75 g, 31.25 mmol) and stirred for 10 min. under dry nitrogen. The mixture was then treated with propanethiol (1.2 g, 15.4 mmol) and stirred at room temperature for 16 h. The mixture was concentrated in vacuo, and the residue was partitioned between 150 ml CH2Cl2 and 100 ml water. The organic layer was washed with water and brine, dried over MgSO4, f... Reactants: N1=C(N=CC=C1)C1=CC=C(C(=O)O)C=C1 (4-Pyrimidin-2-ylbenzoic acid), ClCCl (dichloromethane), solution, C(C(=O)Cl)(=O)Cl (oxalyl chloride). Reagents/catalysts: CN(C=O)C (N,N-dimethylformamide). The solvent is O1CCCC1 (tetrahydrofuran). Run at time 3 hour. Yields the product N1=C(N=CC=C1)C1=CC=C(C(=O)Cl)C=C1 (4-pyrimidin-2-yl-benzoyl chloride). As a reaction SMILES: [N:1]1[CH:6]=[CH:5][CH:4]=[N:3][C:2]=1[C:7]1[CH:15]=[CH:14][C:10]([C:11](O)=[O:12])=[CH:9][CH:8]=1.C(Cl)(=O)C([Cl:19])=O.ClCCl>O1CCCC1.CN(C)C=O>[N:1]1[CH:6]=[CH:5][CH:4]=[N:3][C:2]=1[C:7]1[CH:15]=[CH:14][C:10]([C:11]([Cl:19])=[O:12])=[CH:9][CH:8]=1. Reported procedure: To a solution of 4-pyrimidin-2-ylbenzoic acid of Step A (0.283 g, 1.41 mmol) in dry tetrahydrofuran (20 mL) at room temperature under nitrogen was added N,N-dimethylformamide (1 drop, cat) followed by a 2.0 M solution of oxalyl chloride in dichloromethane (1.41 mmol, 2.82 mmol) and the reaction mixture was stirred at room temperature for 3 hours. The mixture was then concentrated in vacuo to afford 4-pyrimidin-2-yl-benzoyl chloride as a yellow syrup. The crude acid chloride was dissolved in dry ...